Dataset: the Open Reaction Database (ORD), a public repository of structured organic reaction records. Task: describe an organic reaction: reactants, conditions, products, and yield Starting materials: C=1C=CC2=C(C1)N=NN2O (HOBt), C(CCl)Cl (EDC), CN1CCOCC1 (N-methylmorpholine), COC(C1=CC(=NC(=C1)C)OCCCCOC1=CC(=CC=C1)C[C@@H]([C@@H](CNC1(CC1)C1=NC=CC(=C1)C(C)(C)C)O)NC(=O)OC(C)(C)C)=O (2-[4-(3-{(2S,3R)-2-tert-butoxycarbonylamino-4-[1-(4-tert-butyl-pyridin-2-yl)-cyclopropylamino]-3-hydroxy-butyl}-phenoxy)-butoxy]-6-methyl-isonicotinic acid methyl ester), [OH-].[Na+] (sodium hydroxide), Cl (hydrochloric acid). Run in O (Water). The product is C(C)(C)(C)C1=CC(=NC=C1)C1(CC1)NC[C@@H](O)[C@H]1NC(C=2C=C(N=C(OCCCCOC=3C=CC=C(C1)C3)C2)C)=O ((S)-4-{(R)-2-[1-(4-tert-Butyl-pyridin-2-yl)-cyclopropylamino]-1-hydroxy-ethyl}-19-methyl-11,16-dioxa-3,18-diaza-tricyclo[15.3.1.1*6,10*]docosa-1(21),6,8,10(22),17,19-hexaen-2-one). Procedure details: A solution of 60 mg (0.0868 mmol) 2-[4-(3-{(2S,3R)-2-tert-butoxycarbonylamino-4-[1-(4-tert-butyl-pyridin-2-yl)-cyclopropylamino]-3-hydroxy-butyl}-phenoxy)-butoxy]-6-methyl-isonicotinic acid methyl ester is treated with 0.17 ml 1N aq sodium hydroxide and stirred for 18 h. The mixture is acidified with 0.17 ml 1N aq hydrochloric acid and evaporated. The residue is taken up into 3 ml 4N hydrochloric acid in dioxan, stirred for 2 h and evaporated. The product is taken up in 20 ml DCM. To the stirred... Reaction SMILES: CO[C:3](=[O:50])[C:4]1[CH:9]=[C:8]([CH3:10])[N:7]=[C:6]([O:11][CH2:12][CH2:13][CH2:14][CH2:15][O:16][C:17]2[CH:22]=[CH:21][CH:20]=[C:19]([CH2:23][C@H:24]([NH:42]C(OC(C)(C)C)=O)[C@H:25]([OH:41])[CH2:26][NH:27][C:28]3([C:31]4[CH:36]=[C:35]([C:37]([CH3:40])([CH3:39])[CH3:38])[CH:34]=[CH:33][N:32]=4)[CH2:30][CH2:29]3)[CH:18]=2)[CH:5]=1.[OH-].[Na+].Cl.C1C=CC2N(O)N=NC=2C=1.C(Cl)CCl.CN1CCOCC1>O>[C:37]([C:35]1[CH:34]=[CH:33][N:32]=[C:31]([C:28]2([NH:27][CH2:26][C@H:25]([C@@H:24]3[CH2:23][C:19]4[CH:18]=[C:17]([CH:22]=[CH:21][CH:20]=4)[O:16][CH2:15][CH2:14][CH2:13][CH2:12][O:11][C:6]4[CH:5]=[C:4]([CH:9]=[C:8]([CH3:10])[N:7]=4)[C:3](=[O:50])[NH:42]3)[OH:41])[CH2:29][CH2:30]2)[CH:36]=1)([CH3:40])([CH3:39])[CH3:38] |f:1.2|. Conditions: time 18 hour. Reactants: OCCCC1=CC=2C(C3=CC(=CC=C3C2C=C1OCCCCCCCCCC)C(=O)OCC)=O (2-(3-hydroxypropyl)-3-decyloxy-7-ethoxycarbonyl-9-oxo-9H-fluorene), CC(=O)C.OS(=O)(=O)O.O=[Cr](=O)=O (Jones reagent), O (water). The solvent is C(C)OCC (diethyl ether). Conditions: time 8 hour. Product: C(C)OC(=O)C1=CC=C2C=3C=C(C(=CC3C(C2=C1)=O)CCC(=O)O)OCCCCCCCCCC (7-ethoxycarbonyl-3-decyloxy-9-oxo-9H-fluorene-2-proponoic acid). Reaction SMILES: [OH:1][CH2:2][CH2:3][CH2:4][C:5]1[C:17]([O:18][CH2:19][CH2:20][CH2:21][CH2:22][CH2:23][CH2:24][CH2:25][CH2:26][CH2:27][CH3:28])=[CH:16][C:15]2[C:14]3[C:9](=[CH:10][C:11]([C:29]([O:31][CH2:32][CH3:33])=[O:30])=[CH:12][CH:13]=3)[C:8](=[O:34])[C:7]=2[CH:6]=1.CC(C)=[O:37].OS(O)(=O)=O.O=[Cr](=O)=O.O>C(OCC)C>[CH2:32]([O:31][C:29]([C:11]1[CH:10]=[C:9]2[C:14]([C:15]3[CH:16]=[C:17]([O:18][CH2:19][CH2:20][CH2:21][CH2:22][CH2:23][CH2:24][CH2:25][CH2:26][CH2:27][CH3:28])[C:5]([CH2:4][CH2:3][C:2]([OH:37])=[O:1])=[CH:6][C:7]=3[C:8]2=[O:34])=[CH:13][CH:12]=1)=[O:30])[CH3:33] |f:1.2.3|. Procedure: A solution of 170 mg of 2-(3-hydroxypropyl)-3-decyloxy-7-ethoxycarbonyl-9-oxo-9H-fluorene in diethyl ether were treated with 0.75 ml of Jones reagent (chromic acid solution). The reaction mixture was stirred overnight, poured into water and the layer separated. The organic layer was washed with water, dried over magnesium sulfate, filtered, and concentrated in vacuo providing 90 mg of material which was taken directly to hydrolysis. NMR. Reactants: C1(CCCC1)CO (cyclopentanemethanol), N1=CC=CC=C1 (pyridine), C1(=CC=C(C=C1)S(=O)(=O)Cl)C (p-toluenesulfonyl chloride). Solvent: ClCCl (dichloromethane). Reaction conditions: time 24 hour. Product: C1(=CC=C(C=C1)S(=O)(=O)OCC1CCCC1)C (cyclopentanemethanol p-toluenesulfonate). The yield is 93.9%. As a reaction SMILES: [CH:1]1([CH2:6][OH:7])[CH2:5][CH2:4][CH2:3][CH2:2]1.N1C=CC=CC=1.[C:14]1([CH3:24])[CH:19]=[CH:18][C:17]([S:20](Cl)(=[O:22])=[O:21])=[CH:16][CH:15]=1>ClCCl>[C:14]1([CH3:24])[CH:19]=[CH:18][C:17]([S:20]([O:7][CH2:6][CH:1]2[CH2:5][CH2:4][CH2:3][CH2:2]2)(=[O:22])=[O:21])=[CH:16][CH:15]=1. Procedure details: Cyclopentanemethanol p-toluenesulfonate was prepared by the following method: To a solution of cyclopentanemethanol (2.0 g, 20.0 mmol) and pyridine (2.9 ml, 36.3 mmol) in dichloromethane (20 ml) was added p-toluenesulfonyl chloride (3.46 g, 18.1 mmol). The mixture was stirred at room temperature for 24 h under nitrogen. The resulting mixture was washed with 2M hydrochloric acid and the aqueous layer separated and extracted with dichloromethane. The combined organics were dried over sodium sulpha... Reactants: CC(C)([O-])C.[K+] (potassium t-butoxide), FC1=CC(=C(C=C1)O)CCC1=CC=C(C=C1)F (4-fluoro-2-[2-(4-fluorophenyl)ethyl]phenol), CC(C)([O-])C.[K+] (potassium t-butoxide), ClCC[C@H]1N(C[C@@H](C1)O[Si](C)(C)C(C)(C)C)C(=O)OC(C)(C)C ((2S,4R)-2-(2-chloroethyl)-1-t-butoxycarbonyl-4-t-butyldimethylsilyloxypyrrolidine), C(C)(=O)OCC (ethyl acetate). Run in CN(C(C)=O)C (N,N-dimethylacetamide). Run at time 10 minute. The product is C(C)(C)(C)OC(=O)N1[C@@H](C[C@H](C1)O)CCOC1=C(C=C(C=C1)F)CCC1=CC=C(C=C1)F ((2R,4R)-1-t-Butoxycarbonyl-2-[2-{4-fluoro-2-[2-(4-fluorophenyl)ethyl]phenoxy}ethyl]-4-hydroxypvrrolidine). The yield is 67.6%. RXN SMILES: [F:1][C:2]1[CH:7]=[CH:6][C:5]([OH:8])=[C:4]([CH2:9][CH2:10][C:11]2[CH:16]=[CH:15][C:14]([F:17])=[CH:13][CH:12]=2)[CH:3]=1.CC(C)([O-])C.[K+].Cl[CH2:25][CH2:26][C@@H:27]1[CH2:31][C@@H:30]([O:32][Si](C(C)(C)C)(C)C)[CH2:29][N:28]1[C:40]([O:42][C:43]([CH3:46])([CH3:45])[CH3:44])=[O:41].C(OCC)(=O)C>CN(C)C(=O)C>[C:43]([O:42][C:40]([N:28]1[CH2:29][C@H:30]([OH:32])[CH2:31][C@H:27]1[CH2:26][CH2:25][O:8][C:5]1[CH:6]=[CH:7][C:2]([F:1])=[CH:3][C:4]=1[CH2:9][CH2:10][C:11]1[CH:12]=[CH:13][C:14]([F:17])=[CH:15][CH:16]=1)=[O:41])([CH3:46])([CH3:45])[CH3:44] |f:1.2|. Reported procedure: 687 mg of 4-fluoro-2-[2-(4-fluorophenyl)ethyl]phenol (prepared as described in Preparation 6) were dissolved in 12 ml of N,N-dimethylacetamide, and then 212 mg of potassium t-butoxide were added to the resulting solution, whilst ice-cooling. The resulting mixture was then stirred for 10 minutes, after which 687 mg of (2S,4R)-2-(2-chloroethyl)-1-t-butoxycarbonyl-4-t-butyldimethylsilyloxypyrrolidine were added. The resulting mixture was then stirred at room temperature for 14 hours. At the end of ...